Task: describe an organic reaction: reactants, conditions, products, and yield. Dataset: the Open Reaction Database (ORD), a public repository of structured organic reaction records Starting materials: C(C)(C)(C)O[C@H](C(=O)OCC)C1=C(C2=C(N=C(S2)C2=CC=C3C(=NN(C3=C2)C)C=2CCN(CC2)C)C=C1C)C1=CC=C(C=C1)Cl ((S)-ethyl 2-tert-butoxy-2-(7-(4-chlorophenyl)-5-methyl-2-(1-methyl-3-(1-methyl-1,2,3,6-tetrahydropyridin-4-yl)-1H-indazol-6-yl)benzo[d]thiazol-6-yl)acetate), BrC1=NN(C2=CC=C(C=C12)C=1SC2=C(N1)C=C(C(=C2C2=CC=C(C=C2)Cl)[C@@H](C(=O)OCC)OC(C)(C)C)C)C ((S)-ethyl 2-(2-(3-bromo-1-methyl-1H-indazol-5-yl)-7-(4-chlorophenyl)-5-methylbenzo[d]thiazol-6-yl)-2-tert-butoxyacetate). Yields the product C(C)(C)(C)O[C@H](C(=O)OCC)C1=C(C2=C(N=C(S2)C=2C=C3C(=NN(C3=CC2)C)C=2CCN(CC2)C)C=C1C)C1=CC=C(C=C1)Cl ((S)-ethyl 2-tert-butoxy-2-(7-(4-chlorophenyl)-5-methyl-2-(1-methyl-3-(1-methyl-1,2,3,6-tetrahydropyridin-4-yl)-1H-indazol-5-yl)benzo[d]thiazol-6-yl)acetate). RXN SMILES: C(O[C@@H](C1C(C)=CC2N=C(C3C=C4C(C([C:29]5[CH2:30][CH2:31][N:32]([CH3:35])[CH2:33][CH:34]=5)=NN4C)=CC=3)SC=2C=1C1C=CC(Cl)=CC=1)C(OCC)=O)(C)(C)C.Br[C:47]1[C:55]2[C:50](=[CH:51][CH:52]=[C:53]([C:56]3[S:57][C:58]4[C:64]([C:65]5[CH:70]=[CH:69][C:68]([Cl:71])=[CH:67][CH:66]=5)=[C:63]([C@H:72]([O:78][C:79]([CH3:82])([CH3:81])[CH3:80])[C:73]([O:75][CH2:76][CH3:77])=[O:74])[C:62]([CH3:83])=[CH:61][C:59]=4[N:60]=3)[CH:54]=2)[N:49]([CH3:84])[N:48]=1>>[C:79]([O:78][C@@H:72]([C:63]1[C:62]([CH3:83])=[CH:61][C:59]2[N:60]=[C:56]([C:53]3[CH:54]=[C:55]4[C:50](=[CH:51][CH:52]=3)[N:49]([CH3:84])[N:48]=[C:47]4[C:29]3[CH2:34][CH2:33][N:32]([CH3:35])[CH2:31][CH:30]=3)[S:57][C:58]=2[C:64]=1[C:65]1[CH:70]=[CH:69][C:68]([Cl:71])=[CH:67][CH:66]=1)[C:73]([O:75][CH2:76][CH3:77])=[O:74])([CH3:82])([CH3:81])[CH3:80]. Reported procedure: Prepared in a manner similar to (S)-ethyl 2-tert-butoxy-2-(7-(4-chlorophenyl)-5-methyl-2-(1-methyl-3-(1-methyl-1,2,3,6-tetrahydropyridin-4-yl)-1H-indazol-6-yl)benzo[d]thiazol-6-yl)acetate except using (S)-ethyl 2-(2-(3-bromo-1-methyl-1H-indazol-5-yl)-7-(4-chlorophenyl)-5-methylbenzo[d]thiazol-6-yl)-2-tert-butoxyacetate instead of (S)-ethyl 2-(2-(3-bromo-1-methyl-1H-indazol-6-yl)-7-(4-chlorophenyl)-5-methylbenzo[d]thiazol-6-yl)-2-tert-butoxyacetate. LCMS-ESI+: calc'd for C36H39ClN4O3S: 643.2, 645...